This data is from the Open Reaction Database (ORD), a public repository of structured organic reaction records. The task is: describe an organic reaction: reactants, conditions, products, and yield The reactants are OCCN (2-hydroxyethylamine), O=S(Cl)Cl (SOCl2), BrC1=CC(=C(C=C1)N=C=S)C (4-bromo-2-methylphenyl isothiocyanate). Product: OCC1(CCCC1)N (1-Hydroxymethylcyclopentanamine), BrC1=CC(=C(C=C1)N=C1NC2(CS1)CCCC2)C (2-(4-bromo-2-methylphenylimino)-3-thia-1-azaspiro[4.4]nonane). RXN SMILES: [OH:1][CH2:2][CH2:3][NH2:4].O=S(Cl)Cl.[Br:9][C:10]1[CH:15]=[CH:14][C:13]([N:16]=[C:17]=[S:18])=[C:12]([CH3:19])[CH:11]=1>>[OH:1][CH2:2][C:3]1([NH2:4])[CH2:12][CH2:11][CH2:10][CH2:15]1.[Br:9][C:10]1[CH:15]=[CH:14][C:13]([N:16]=[C:17]2[S:18][CH2:2][C:3]3([CH2:12][CH2:11][CH2:10][CH2:15]3)[NH:4]2)=[C:12]([CH3:19])[CH:11]=1. Procedure details: 1-Hydroxymethylcyclopentanamine was prepared according to Method B1c. The 2-hydroxyethylamine was sequentially reacted with SOCl2 and 4-bromo-2-methylphenyl isothiocyanate according to Method C2a to give 2-(4-bromo-2-methylphenylimino)-3-thia-1-azaspiro[4.4]nonane. The thiazolidine was reacted with cyclopentyl bromide according to Method1 D2b to give 2-(4-bromo-2-methylphenylimino)-1-cyclopentyl-3-thia-1-azaspiro[4.4]nonane. The reactants are [BH4-], CC(=O)OC1CC2CCC3C(CCC4(C)C3CC(N3CCCC3)C4OC(C)=O)C2(C)CC1N1CCC(=O)CC1, [Na+]. Yields the product CC(=O)OC1CC2CCC3C(CCC4(C)C3CC(N3CCCC3)C4OC(C)=O)C2(C)CC1N1CCC(O)CC1. As a reaction SMILES: [BH4-:40].[C:1]([CH3:2])(=[O:3])[O:4][CH:5]1[CH2:6][CH:7]2[CH2:8][CH2:9][CH:10]3[CH:11]4[CH2:12][CH:13]([N:35]5[CH2:36][CH2:37][CH2:38][CH2:39]5)[CH:14]([O:31][C:32]([CH3:33])=[O:34])[C:15]4([CH3:16])[CH2:17][CH2:18][CH:19]3[C:20]2([CH3:30])[CH2:21][CH:22]1[N:23]1[CH2:24][CH2:25][C:26](=[O:29])[CH2:27][CH2:28]1.[Na+:41]>>[C:1]([CH3:2])(=[O:3])[O:4][CH:5]1[CH2:6][CH:7]2[CH2:8][CH2:9][CH:10]3[CH:11]4[CH2:12][CH:13]([N:35]5[CH2:36][CH2:37][CH2:38][CH2:39]5)[CH:14]([O:31][C:32]([CH3:33])=[O:34])[C:15]4([CH3:16])[CH2:17][CH2:18][CH:19]3[C:20]2([CH3:30])[CH2:21][CH:22]1[N:23]1[CH2:24][CH2:25][CH:26]([OH:29])[CH2:27][CH2:28]1. Reactants: CC(CC(C)=O)=O (2,4-pentanedione), [OH-].[NH4+] (ammonium hydroxide), C(=O)C1=CC=C(C(=O)OC)C=C1 (methyl p-formylbenzoate). The solvent is C(C)O (ethanol). Product: C(C)(=O)C1=C(NC(=C(C1C1=CC=C(C=C1)C(=O)OC)C(C)=O)C)C (3,5-diacetyl-4-(4-carbomethoxyphenyl)-1,4-dihydro-2,6-dimethylpyridine). As a reaction SMILES: [CH3:1][C:2](=O)[CH2:3][C:4](=[O:6])[CH3:5].[OH-:8].[NH4+:9].[CH:10]([C:12]1[CH:21]=[CH:20][C:15]([C:16]([O:18][CH3:19])=[O:17])=[CH:14][CH:13]=1)=O>C(O)C>[C:4]([C:3]1[CH:10]([C:12]2[CH:21]=[CH:20][C:15]([C:16]([O:18][CH3:19])=[O:17])=[CH:14][CH:13]=2)[C:3]([C:4](=[O:6])[CH3:5])=[C:2]([CH3:1])[NH:9][C:2]=1[CH3:1])(=[O:8])[CH3:5] |f:1.2|. Procedure: Twenty grams of 2,4-pentanedione and 17.5 ml. of ammonium hydroxide are added to 16.4 g. of methyl p-formylbenzoate in 120 ml. of ethanol and the resulting mixture is heated at reflux for five hours, then poured onto ice. The precipitated solid is filtered off and dried to give 3,5-diacetyl-4-(4-carbomethoxyphenyl)-1,4-dihydro-2,6-dimethylpyridine. The reactants are ClC1=NC2=CC=C(C=C2C=C1)OCC1=CC=C(C=C1)F (2-chloro-6-(4-fluoro-benzyloxy)-quinoline), N[C@@H]1CCC2=CC=CC=C12 ((R)-1-aminoindane). Conditions: temperature 130 celsius. Product: FC1=CC=C(COC=2C=C3C=CC(=NC3=CC2)N[C@@H]2CCC3=CC=CC=C23)C=C1 ([6-(4-Fluoro-benzyloxy)-quinolin-2-yl]-(R)-indan-1-yl-amine). Isolated yield 5.9%. RXN SMILES: Cl[C:2]1[CH:11]=[CH:10][C:9]2[C:4](=[CH:5][CH:6]=[C:7]([O:12][CH2:13][C:14]3[CH:19]=[CH:18][C:17]([F:20])=[CH:16][CH:15]=3)[CH:8]=2)[N:3]=1.[NH2:21][C@H:22]1[C:30]2[C:25](=[CH:26][CH:27]=[CH:28][CH:29]=2)[CH2:24][CH2:23]1>>[F:20][C:17]1[CH:18]=[CH:19][C:14]([CH2:13][O:12][C:7]2[CH:8]=[C:9]3[C:4](=[CH:5][CH:6]=2)[N:3]=[C:2]([NH:21][C@H:22]2[C:30]4[C:25](=[CH:26][CH:27]=[CH:28][CH:29]=4)[CH2:24][CH2:23]2)[CH:11]=[CH:10]3)=[CH:15][CH:16]=1. Procedure details: A stirred mixture of 2-chloro-6-(4-fluoro-benzyloxy)-quinoline (0.08 g, 0.4 mmol) and (R)-1-aminoindane (0.107 g, 1.00 mmol) was heated in a sealed tube for 20 h at 130° C. Purification by flash chromatography on silica gel (ethyl acetate in heptane, 0→80%) yielded the title compound as a dark oil (9 mg, 8%), MS 385.6 [(M+H)+]. Reactants: C(C1=CC=CC=C1)OC(=O)N1CC(NCC1)C(=O)O ((+)4-benzyloxycarbonyl-2-piperazinecarboxylic acid), [OH-].[Na+] (sodium hydroxide), Cl (hydrochloric acid), COC1=CC=C(C=C1)S(=O)(=O)Cl (4-methoxybenzenesulfonyl chloride). Solvent: O1CCOCC1.O (dioxane water). Reaction conditions: time 1 hour. Yields the product COC1=CC=C(C=C1)S(=O)(=O)N1C(CN(CC1)C(=O)OCC1=CC=CC=C1)C(=O)O ((+)-1-(4-methoxybenzenesulfonyl)-4-benzyloxycarbonyl-2-piperazinecarboxylic acid). Reaction SMILES: [CH2:1]([O:8][C:9]([N:11]1[CH2:16][CH2:15][NH:14][CH:13]([C:17]([OH:19])=[O:18])[CH2:12]1)=[O:10])[C:2]1[CH:7]=[CH:6][CH:5]=[CH:4][CH:3]=1.[OH-].[Na+].[CH3:22][O:23][C:24]1[CH:29]=[CH:28][C:27]([S:30](Cl)(=[O:32])=[O:31])=[CH:26][CH:25]=1.Cl>O1CCOCC1.O>[CH3:22][O:23][C:24]1[CH:25]=[CH:26][C:27]([S:30]([N:14]2[CH2:15][CH2:16][N:11]([C:9]([O:8][CH2:1][C:2]3[CH:7]=[CH:6][CH:5]=[CH:4][CH:3]=3)=[O:10])[CH2:12][CH:13]2[C:17]([OH:19])=[O:18])(=[O:32])=[O:31])=[CH:28][CH:29]=1 |f:1.2,5.6|. Procedure: To a solution of (+)4-benzyloxycarbonyl-2-piperazinecarboxylic acid (1.90 grams, 7.2 mmol) in dioxane-water (10 ml, ca. 1:1) is added 1N sodium hydroxide solution (15 ml, 15 mmol) followed by 4-methoxybenzenesulfonyl chloride. The solution is stirred for 1 hour, acidified with 1N hydrochloric acid and extracted with ethyl acetate. The combined extracts are dried (sodium sulfate), filtered and concentrated. The crude product is purified by silica gel chromatography (elution with 2:1 ethyl acetate... Starting materials: CC1=C(N)C=C(C=C1)C (2,5-dimethylaniline), N1N=NC2=C1C=CC=C2 (benzotriazole), C=O (formaldehyde). Solvent: CCO (EtOH). Conditions: time 30 minute. Product: N1N=NC2=C1C=CC=C2CNC2=C(C=CC(=C2)C)C (N-(1-benzotriazolylmethyl)-2,5-dimethylaniline). Isolated yield 67.2%. Reaction SMILES: [CH3:1][C:2]1[CH:8]=[CH:7][C:6]([CH3:9])=[CH:5][C:3]=1[NH2:4].[NH:10]1[C:14]2[CH:15]=[CH:16][CH:17]=[CH:18][C:13]=2[N:12]=[N:11]1.[CH2:19]=O>CCO>[NH:10]1[C:14]2[CH:15]=[CH:16][CH:17]=[C:18]([CH2:19][NH:4][C:3]3[CH:5]=[C:6]([CH3:9])[CH:7]=[CH:8][C:2]=3[CH3:1])[C:13]=2[N:12]=[N:11]1. Procedure details: A mixture of 2,5-dimethylaniline (27.4 g, 0.2 mol) and benzotriazole (23.8 g, 0.2 mol) in EtOH (300 mL) was stirred at 20° C. as 37% aqueous formaldehyde (16.1 g, 0.2 mol) was added gradually. After 30 minutes, the white solid which precipitated was collected and washed with EtOH to give N-(1-benzotriazolylmethyl)-2,5-dimethylaniline (33.9 g, 67% yield); mp (EtOH) 147°-149° C. Starting materials: COC(C1=CN=C(C=C1)NC(CSC1N(C(C(=C1C)C)=O)CC1=CC=C(C=C1)OC)=O)=O (6-{2-[1-(4-Methoxybenzyl)-3,4-dimethyl-5-oxo-2,5-dihydro-1H-pyrrol-2-ylsulfanyl]-acetylamino}-nicotinic acid methyl ester), NC=1SC=CN1 (2-aminothiazole). Yields the product COC1=CC=C(CN2C(C(=C(C2=O)C)C)SCC(=O)NC=2SC=CN2)C=C1 (2[1-(4-Methoxy-benzyl)-3,4-dimethyl-5-oxo-2,5-dihydro-1H-pyrrol-2-ylsulfanyl]-N-thiazol-2-yl-acetamide). RXN SMILES: COC(=O)[C:4]1C=C[C:7]([NH:10][C:11](=[O:31])[CH2:12][S:13][CH:14]2[C:18]([CH3:19])=[C:17]([CH3:20])[C:16](=[O:21])[N:15]2[CH2:22][C:23]2[CH:28]=[CH:27][C:26]([O:29][CH3:30])=[CH:25][CH:24]=2)=[N:6][CH:5]=1.NC1[S:35]C=CN=1>>[CH3:30][O:29][C:26]1[CH:27]=[CH:28][C:23]([CH2:22][N:15]2[C:16](=[O:21])[C:17]([CH3:20])=[C:18]([CH3:19])[CH:14]2[S:13][CH2:12][C:11]([NH:10][C:7]2[S:35][CH:4]=[CH:5][N:6]=2)=[O:31])=[CH:24][CH:25]=1. Procedure details: The product from Example 1, Part C (350 mg, 1.1 mmol) and 2-aminothiazole (131 mg, 1.3 mmol) were converted to the title compound by the method described in Example 1, Part D (122 mg, 34%). 1H NMR (300 MHz, CDCl3) δ 7.37 (d, J=3.5 Hz, 1H); 7.22 (d, J=8.8 Hz, 2H); 7.02 (d, J=3.6 Hz, 1H); 7.22 (d, J=8.5 Hz, 2H); 5.11 (d, J=14.6 Hz, 1H); 4.61 (s, 1H); 4.17 (d, 14.6 Hz, 1H); 3.76 (s, 3H); 3.06 (s, 2H); 1.93 (s, 3H); 1.79 (s, 3H). MS: m/z (MH+) 404.